From a dataset of the Open Reaction Database (ORD), a public repository of structured organic reaction records. describe an organic reaction: reactants, conditions, products, and yield Product: [Br-], CCO[Si](OCC)(OCC)C(C)[N+](C)(C)Cc1ccccc1. Starting materials: CCO[Si](OCC)(OCC)C(C)Br, CCCCC[Si](Cl)(Cl)Cl, CN(C)Cc1ccccc1, CCC(C)=O. As a reaction SMILES: [Br:1][CH:2]([CH3:3])[Si:4]([O:5][CH2:6][CH3:7])([O:8][CH2:9][CH3:10])[O:11][CH2:12][CH3:13].[CH2:14]([Si:15]([Cl:16])([Cl:17])[Cl:18])[CH2:19][CH2:20][CH2:21][CH3:22].[CH2:23]([c:24]1[cH:25][cH:26][cH:27][cH:28][cH:29]1)[N:30]([CH3:31])[CH3:32].[CH3:33][C:34](=[O:35])[CH2:36][CH3:37]>>[Br-:1].[CH:2]([CH3:3])([Si:4]([O:5][CH2:6][CH3:7])([O:8][CH2:9][CH3:10])[O:11][CH2:12][CH3:13])[N+:30]([CH2:23][c:24]1[cH:25][cH:26][cH:27][cH:28][cH:29]1)([CH3:31])[CH3:32]. Reactants: O=[N+]([O-])c1ccc(Cl)c(Cl)c1, CC(C#N)c1ccc(F)cc1, [K+], [OH-], c1ccncc1. Yields the product CC(C#N)(c1ccc(F)cc1)c1ccc([N+](=O)[O-])cc1Cl. RXN SMILES: [Cl:1][c:2]1[c:3]([Cl:11])[cH:4][c:5]([N+:8](=[O:9])[O-:10])[cH:6][cH:7]1.[F:14][c:15]1[cH:16][cH:17][c:18]([CH:21]([C:22]#[N:23])[CH3:24])[cH:19][cH:20]1.[K+:13].[OH-:12].[cH:25]1[cH:26][cH:27][n:28][cH:29][cH:30]1>>[c:2]1([C:21]([c:18]2[cH:17][cH:16][c:15]([F:14])[cH:20][cH:19]2)([C:22]#[N:23])[CH3:24])[c:3]([Cl:11])[cH:4][c:5]([N+:8](=[O:9])[O-:10])[cH:6][cH:7]1. Starting materials: FC1=C(C=CC(=C1)F)C1=CC=C(C=C1)S(=O)(=O)Cl (2′,4′-difluorobiphenyl-4-sulfonyl chloride), N[C@@H]1CC[C@H](CC1)C(=O)OC (methyl trans-4-aminocyclohexanecarboxylate). Product: FC1=C(C=CC(=C1)F)C1=CC=C(C=C1)S(=O)(=O)N[C@@H]1CC[C@H](CC1)C(=O)OC (Methyl 4-(2′,4′-difluorobiphenyl-4-ylsulfonamido)trans-cyclohexanecarboxylate). Reaction SMILES: [F:1][C:2]1[CH:7]=[C:6]([F:8])[CH:5]=[CH:4][C:3]=1[C:9]1[CH:14]=[CH:13][C:12]([S:15](Cl)(=[O:17])=[O:16])=[CH:11][CH:10]=1.[NH2:19][C@H:20]1[CH2:25][CH2:24][C@H:23]([C:26]([O:28][CH3:29])=[O:27])[CH2:22][CH2:21]1>>[F:1][C:2]1[CH:7]=[C:6]([F:8])[CH:5]=[CH:4][C:3]=1[C:9]1[CH:14]=[CH:13][C:12]([S:15]([NH:19][C@H:20]2[CH2:21][CH2:22][C@H:23]([C:26]([O:28][CH3:29])=[O:27])[CH2:24][CH2:25]2)(=[O:17])=[O:16])=[CH:11][CH:10]=1. Procedure details: Using a method analogous to Method A with 2′,4′-difluorobiphenyl-4-sulfonyl chloride and methyl trans-4-aminocyclohexanecarboxylate, the title compound was obtained as a white solid. Starting materials: ClCCl, CC(O)C(C)(C)C(c1ccccc1)c1ccc2c(cnn2-c2ccc(F)cc2)c1. The product is CC(=O)C(C)(C)C(c1ccccc1)c1ccc2c(cnn2-c2ccc(F)cc2)c1. RXN SMILES: [Cl:30][CH2:31][Cl:32].[F:1][c:2]1[cH:3][cH:4][c:5](-[n:8]2[n:9][cH:10][c:11]3[cH:12][c:13]([CH:17]([C:18]([CH:19]([CH3:20])[OH:21])([CH3:22])[CH3:23])[c:24]4[cH:25][cH:26][cH:27][cH:28][cH:29]4)[cH:14][cH:15][c:16]23)[cH:6][cH:7]1>>[F:1][c:2]1[cH:3][cH:4][c:5](-[n:8]2[n:9][cH:10][c:11]3[cH:12][c:13]([CH:17]([C:18]([C:19]([CH3:20])=[O:21])([CH3:22])[CH3:23])[c:24]4[cH:25][cH:26][cH:27][cH:28][cH:29]4)[cH:14][cH:15][c:16]23)[cH:6][cH:7]1.